From a dataset of the Open Reaction Database (ORD), a public repository of structured organic reaction records. describe an organic reaction: reactants, conditions, products, and yield The reactants are C1=CC=C2C(=C1)C=CC(=C2C3=C(C=CC4=CC=CC=C43)O)O ((S)-binaphthol), Cl.CO (hydrochloric acid methanol), (S)-binaphtholdichlorotitanium complex, C(C)(C)(C)S\C(=C\C)\O[Si](C)(C)C ((E)-1-t-butylthio-1-trimethylsilyloxy-1-propene), C(C=O)(=O)OC (methyl glyoxylate). Solvent: C1(=CC=CC=C1)C (toluene). Reaction conditions: temperature 0 celsius. Product: C(C)(C)(C)SC(C(C(C(=O)OC)O)C)=O (methyl 4-t-butylthio-2-hydroxy-3-methyl-4-oxobutyrate). Isolated yield 80.0%. Reaction SMILES: C1C=C2C=CC(O)=C(C3C4C(=CC=CC=4)C=CC=3O)C2=CC=1.[C:23]([S:27]/[C:28](/[O:31][Si](C)(C)C)=[CH:29]/[CH3:30])([CH3:26])([CH3:25])[CH3:24].[C:36]([O:40][CH3:41])(=[O:39])[CH:37]=[O:38].Cl.CO>C1(C)C=CC=CC=1>[C:23]([S:27][C:28](=[O:31])[CH:29]([CH3:30])[CH:37]([OH:38])[C:36]([O:40][CH3:41])=[O:39])([CH3:26])([CH3:25])[CH3:24] |f:3.4|. Procedure: An (S)-binaphthol-dichlorotitanium complex solution was prepared in the same manner as the preparation of the (R)-binaphthol-dichlorotitanium complex solution in Example 1 except that (S)-binaphthol was used in place of (R)-binaphthol. 0.5 ml (0.1 mmol) of the (S)-binaphtholdichlorotitanium complex solution were cooled to 0° C., and 218 mg (1 mmol) of (E)-1-t-butylthio-1-trimethylsilyloxy-1-propene (93% E) and subsequently 88 mg (1 mmol) of freshly distilled methyl glyoxylate and 0.5 ml of tolue... Starting materials: CC(C)c1nc(C(=O)N2CCOC3(CCN(Cc4cccc(CCO[Si](C)(C)C(C)(C)C)c4F)CC3)C2)cs1, CCCC[N+](CCCC)(CCCC)CCCC, C1CCOC1, [F-]. Product: CC(C)c1nc(C(=O)N2CCOC3(CCN(Cc4cccc(CCO)c4F)CC3)C2)cs1. RXN SMILES: [C:19]([Si:20]([CH3:21])([CH3:22])[O:24][CH2:25][CH2:26][c:27]1[c:28]([F:55])[c:29]([CH2:30][N:31]2[CH2:32][CH2:33][C:34]3([CH2:35][N:36]([C:40](=[O:41])[c:42]4[n:43][c:44]([CH:47]([CH3:48])[CH3:49])[s:45][cH:46]4)[CH2:37][CH2:38][O:39]3)[CH2:50][CH2:51]2)[cH:52][cH:53][cH:54]1)([CH3:23])([CH3:56])[CH3:57].[CH2:2]([N+:3]([CH2:4][CH2:5][CH2:6][CH3:7])([CH2:8][CH2:9][CH2:10][CH3:11])[CH2:12][CH2:13][CH2:14][CH3:15])[CH2:16][CH2:17][CH3:18].[CH2:58]1[O:59][CH2:60][CH2:61][CH2:62]1.[F-:1]>>[OH:24][CH2:25][CH2:26][c:27]1[c:28]([F:55])[c:29]([CH2:30][N:31]2[CH2:32][CH2:33][C:34]3([CH2:35][N:36]([C:40](=[O:41])[c:42]4[n:43][c:44]([CH:47]([CH3:48])[CH3:49])[s:45][cH:46]4)[CH2:37][CH2:38][O:39]3)[CH2:50][CH2:51]2)[cH:52][cH:53][cH:54]1.